This data is from the Open Reaction Database (ORD), a public repository of structured organic reaction records. The task is: describe an organic reaction: reactants, conditions, products, and yield Reactants: COc1cc2c(cc1[N+](=O)[O-])CCN(CCNC(C)=O)CC2, CO, [H][H], [Pd]. Product: COc1cc2c(cc1N)CCN(CCNC(C)=O)CC2. Reaction SMILES: [CH3:1][O:2][c:3]1[cH:4][c:5]2[c:6]([cH:18][c:19]1[N+:20]([O-:21])=[O:22])[CH2:7][CH2:8][N:9]([CH2:12][CH2:13][NH:14][C:15]([CH3:16])=[O:17])[CH2:10][CH2:11]2.[CH3:25][OH:26].[H:23][H:24].[Pd:27]>>[CH3:1][O:2][c:3]1[cH:4][c:5]2[c:6]([cH:18][c:19]1[NH2:20])[CH2:7][CH2:8][N:9]([CH2:12][CH2:13][NH:14][C:15]([CH3:16])=[O:17])[CH2:10][CH2:11]2. Reactants: [OH-].[Na+] (NaOH), CC1(CNCC(O1)(C)C)C (2,2,6,6-tetramethyl-morpholine), C(C)(=O)O[BH-](OC(C)=O)OC(C)=O.[Na+] (sodium triacetoxyborohydride), C(C1=CC=CC=C1)OCC=O (benzyloxy-acetaldehyde). The solvent is ClC(C)Cl (dichloroethane). The product is C(C1=CC=CC=C1)OCCN1CC(OC(C1)(C)C)(C)C (4-(2-Benzyloxy-ethyl)-2,2,6,6-tetramethyl-morpholine). Yield: 63.3%. Reaction SMILES: [CH3:1][C:2]1([CH3:10])[O:7][C:6]([CH3:9])([CH3:8])[CH2:5][NH:4][CH2:3]1.[CH2:11]([O:18][CH2:19][CH:20]=O)[C:12]1[CH:17]=[CH:16][CH:15]=[CH:14][CH:13]=1.C(O[BH-](OC(=O)C)OC(=O)C)(=O)C.[Na+].[OH-].[Na+]>ClC(Cl)C>[CH2:11]([O:18][CH2:19][CH2:20][N:4]1[CH2:5][C:6]([CH3:9])([CH3:8])[O:7][C:2]([CH3:10])([CH3:1])[CH2:3]1)[C:12]1[CH:17]=[CH:16][CH:15]=[CH:14][CH:13]=1 |f:2.3,4.5|. Reported procedure: Dissolve 500 mg (2.79 mmol) of 2,2,6,6-tetramethyl-morpholine (500 mg, 2.79 mmol) in dichloroethane (10 mL). Add benzyloxy-acetaldehyde (470 μl, 3.35 mmol) and stir at room temperature for 20 min. Add sodium triacetoxyborohydride (770 mg, 3.63 mmol) and continue stirring at room temperature for 20 h. Pour the reaction mixture into 100 mL of 1N NaOH (100 mL) and extract with CH2Cl2 (2×100 mL). Wash the combined organic layers with brine (100 mL). Purify using silica gel chromatography, using a gr...